Dataset: the Open Reaction Database (ORD), a public repository of structured organic reaction records. Task: describe an organic reaction: reactants, conditions, products, and yield Reactants: C(#N)C(C(CC(=O)OC(C)(C)C)=O)(C)C (tert-butyl 4-cyano-4-methyl-3-oxopentanoate), [BH4-].[Na+] (sodium borohydride). Run in C1CCOC1 (THF). Run at time 2 hour. The product is C(#N)C(C(CC(=O)OC(C)(C)C)O)(C)C (tert-butyl 4-cyano-3-hydroxy-4-methylpentanoate). RXN SMILES: [C:1]([C:3]([CH3:15])([CH3:14])[C:4](=[O:13])[CH2:5][C:6]([O:8][C:9]([CH3:12])([CH3:11])[CH3:10])=[O:7])#[N:2].[BH4-].[Na+]>C1COCC1>[C:1]([C:3]([CH3:15])([CH3:14])[CH:4]([OH:13])[CH2:5][C:6]([O:8][C:9]([CH3:11])([CH3:10])[CH3:12])=[O:7])#[N:2] |f:1.2|. Procedure: In a 300 mL four-necked flask were charged dry THF (105 mL) and tert-butyl 4-cyano-4-methyl-3-oxopentanoate (30.07 g, 0.142 mol), and sodium borohydride (3.24 g, 0.0854 mol) was added. The reaction mass was stirred at room temperature for 2 hr and disappearance of the starting material was confirmed by thin-layer chromatography (TLC). After the confirmation, the reaction mixture was used as it was in Example 3. Starting materials: C(C)OC(=O)N1CCN(CC1)CCOC(C)(C1=CC=CC=C1)C1=CC=CC=C1 (4-ethoxycarbonyl-1-[2-(1,1-diphenylethoxy)ethyl]piperazine), [OH-].[K+] (potassium hydroxide), C(CO)O (ethylene glycol). The solvent is O (water), O (water). Yields the product C1(=CC=CC=C1)C(C)(OCCN1CCNCC1)C1=CC=CC=C1 (1-[2-(1,1-Diphenylethoxy)ethyl]piperazine). The yield is 71.1%. As a reaction SMILES: C(OC([N:6]1[CH2:11][CH2:10][N:9]([CH2:12][CH2:13][O:14][C:15]([C:23]2[CH:28]=[CH:27][CH:26]=[CH:25][CH:24]=2)([C:17]2[CH:22]=[CH:21][CH:20]=[CH:19][CH:18]=2)[CH3:16])[CH2:8][CH2:7]1)=O)C.[OH-].[K+].C(O)CO>O>[C:23]1([C:15]([C:17]2[CH:22]=[CH:21][CH:20]=[CH:19][CH:18]=2)([O:14][CH2:13][CH2:12][N:9]2[CH2:8][CH2:7][NH:6][CH2:11][CH2:10]2)[CH3:16])[CH:24]=[CH:25][CH:26]=[CH:27][CH:28]=1 |f:1.2|. Procedure details: A mixture of 2.6 g (6.8 mmole) of 4-ethoxycarbonyl-1-[2-(1,1-diphenylethoxy)ethyl]piperazine [prepared as described in step (a) above], 3.0 g (5.3 mmole) of potassium hydroxide, 9 ml of water and 30 ml of ethylene glycol was stirred at 160° C. for 2 hours while the water formed was removed by evaporation. The reaction mixture was then poured into ice water, and the mixture was extracted with chloroform, after which it was washed with water. The solvent was then removed by evaporation under reduc... Reactants: Cl.FC(C=1C=C(C(=O)N2[C@@H](CNCC2)CC2=CC(=C(C=C2)Cl)Cl)C=C(C1)C(F)(F)F)(F)F ((2R)-1-[3,5-bis(trifluoromethyl)benzoyl]-2-(3,4-dichlorobenzyl)piperazine hydrochloride), 1-(4-chloro-2-butynyl)morpholine hydrochloride, C([O-])([O-])=O.[K+].[K+] (potassium carbonate). The solvent is C(C)(=O)OCC (ethyl acetate), CN(C=O)C (N,N-dimethylformamide). Run at time 17 hour. The product is FC(C=1C=C(C(=O)N2[C@@H](CN(CC2)CC#CCN2CCOCC2)CC2=CC(=C(C=C2)Cl)Cl)C=C(C1)C(F)(F)F)(F)F ((2R)-1-[3,5-bis(trifluoromethyl)benzoyl]-2-(3,4-dichlorobenzyl)-4-(4-morpholino-2-butynyl)piperazine). As a reaction SMILES: Cl.[F:2][C:3]([F:32])([F:31])[C:4]1[CH:5]=[C:6]([CH:24]=[C:25]([C:27]([F:30])([F:29])[F:28])[CH:26]=1)[C:7]([N:9]1[CH2:14][CH2:13][NH:12][CH2:11][C@H:10]1[CH2:15][C:16]1[CH:21]=[CH:20][C:19]([Cl:22])=[C:18]([Cl:23])[CH:17]=1)=[O:8].[C:33](=[O:36])([O-])[O-].[K+].[K+]>CN(C)C=O.C(OCC)(=O)C>[F:30][C:27]([F:29])([F:28])[C:25]1[CH:24]=[C:6]([CH:5]=[C:4]([C:3]([F:2])([F:31])[F:32])[CH:26]=1)[C:7]([N:9]1[CH2:14][CH2:13][N:12]([CH2:4][C:5]#[C:6][CH2:7][N:9]2[CH2:14][CH2:33][O:36][CH2:11][CH2:10]2)[CH2:11][C@H:10]1[CH2:15][C:16]1[CH:21]=[CH:20][C:19]([Cl:22])=[C:18]([Cl:23])[CH:17]=1)=[O:8] |f:0.1,2.3.4|. Procedure: A mixture of (2R)-1-[3,5-bis(trifluoromethyl)benzoyl]-2-(3,4-dichlorobenzyl)piperazine hydrochloride (150 mg) and 1-(4-chloro-2-butynyl)morpholine hydrochloride (63 mg) in N,N-dimethylformamide (0.5 ml) was stirred at room temperature in the presence of powdered potassium carbonate (160 mg). After 17 hours, the reaction mixture was diluted with ethyl acetate (30 ml) and then washed successively with water and brine, and dried over magnesium sulfate. After evaporation of the solvent in vacuo, the... Starting materials: C(C)(CC)C1=CC=C(C=C1)N1C(=NC2=CC=CC=C2C1=O)C1=CC(=C(C=C1)[N+](=O)[O-])[N+](=O)[O-] (3-(4-sec-butylphenyl)-2-(3,4-dinitrophenyl)quinazolin-4(3H)-one). Run in CCO (EtOH). Conditions: time 8 hour. The product is C(C)(CC)C1=CC=C(C=C1)N1C(=NC2=CC=CC=C2C1=O)C1=CC(=C(C=C1)N)N (3-(4-sec-butylphenyl)-2-(3,4-diaminophenyl)quinazolin-4(3H)-one). Yield: 62.6%. As a reaction SMILES: [CH:1]([C:5]1[CH:10]=[CH:9][C:8]([N:11]2[C:20](=[O:21])[C:19]3[C:14](=[CH:15][CH:16]=[CH:17][CH:18]=3)[N:13]=[C:12]2[C:22]2[CH:27]=[CH:26][C:25]([N+:28]([O-])=O)=[C:24]([N+:31]([O-])=O)[CH:23]=2)=[CH:7][CH:6]=1)([CH2:3][CH3:4])[CH3:2]>CCO>[CH:1]([C:5]1[CH:6]=[CH:7][C:8]([N:11]2[C:20](=[O:21])[C:19]3[C:14](=[CH:15][CH:16]=[CH:17][CH:18]=3)[N:13]=[C:12]2[C:22]2[CH:27]=[CH:26][C:25]([NH2:28])=[C:24]([NH2:31])[CH:23]=2)=[CH:9][CH:10]=1)([CH2:3][CH3:4])[CH3:2]. Reported procedure: 3-(4-sec-butylphenyl)-2-(3,4-dinitrophenyl)quinazolin-4(3H)-one (0.240 g, 0.54 mmol) was dissolved in EtOH (20 mL) and flushed with N2 for 15 minutes. Pd/C (0.025 g, 10 wt %) was added, and stirred under 1 atmosphere of H2 overnight. After flushing with N2, the mixture was filtered through diatomaceous earth. The filtrate was concentrated and purified by flash chromatography on silica gel, eluting with 0% to 10% MeOH in EtOAc, to afford 3-(4-sec-butylphenyl)-2-(3,4-diaminophenyl)quinazolin-4(3H)...